This data is from the Open Reaction Database (ORD), a public repository of structured organic reaction records. The task is: describe an organic reaction: reactants, conditions, products, and yield The reactants are C(CC(O)(C(=O)O)CC(=O)O)(=O)O (citric acid), C(=O)(OC(C)(C)C)N[C@@H](CC1=CC=CC=C1)[C@@H]1CCC(O1)=O (5(S)-[1(S)-(Boc-amino)-2-phenylethyl]dihydrofuran-2-(3H)-one), CC1=C(CI)C=CC(=C1C)OC (2,3-dimethyl-4-methoxybenzyl iodide), CN1CCCN(C1=O)C (DMPU), solution, C[Si](C)(C)[N-][Si](C)(C)C.[Li+] (lithium bis(trimethylsilyl)amide), C(CC)(=O)O (propionic acid). Run in C(C)(=O)OCC (ethyl acetate), C1CCOC1 (THF), C1CCOC1 (THF), C1CCOC1 (THF), O (water). Run at time 15 minute. The product is C(=O)(OC(C)(C)C)N[C@@H](CC1=CC=CC=C1)[C@@H]1C[C@H](C(O1)=O)CC1=C(C(=C(C=C1)OC)C)C (5(S)-[1(S)-(Boc-Amino)-2-phenylethyl]-3(R)-[(2,3-dimethyl-4-methoxyphenyl)methyl]dihydrofuran-2(3H)-one). As a reaction SMILES: [C:1]([NH:8][C@H:9]([C@H:17]1[O:21][C:20](=[O:22])[CH2:19][CH2:18]1)[CH2:10][C:11]1[CH:16]=[CH:15][CH:14]=[CH:13][CH:12]=1)([O:3][C:4]([CH3:7])([CH3:6])[CH3:5])=[O:2].CN1C(=O)N(C)CCC1.C[Si]([N-][Si](C)(C)C)(C)C.[Li+].[CH3:42][C:43]1[C:50]([CH3:51])=[C:49]([O:52][CH3:53])[CH:48]=[CH:47][C:44]=1[CH2:45]I.C(O)(=O)CC.C(O)(=O)CC(CC(O)=O)(C(O)=O)O>C1COCC1.C(OCC)(=O)C.O>[C:1]([NH:8][C@H:9]([C@H:17]1[O:21][C:20](=[O:22])[C@H:19]([CH2:45][C:44]2[CH:47]=[CH:48][C:49]([O:52][CH3:53])=[C:50]([CH3:51])[C:43]=2[CH3:42])[CH2:18]1)[CH2:10][C:11]1[CH:16]=[CH:15][CH:14]=[CH:13][CH:12]=1)([O:3][C:4]([CH3:6])([CH3:7])[CH3:5])=[O:2] |f:2.3|. Reported procedure: A solution of 1.248 g (4.087 mmol) of 5(S)-[1(S)-(Boc-amino)-2-phenylethyl]dihydrofuran-2-(3H)-one (Example 2b)) in 5 ml of abs. THF and 0.823 ml (6.825 mmol) of DMPU is cooled down to -75° C., under argon, and treated dropwise, at an internal temperature of below -70° C. and over the space of approximately 17 min, with 8 ml of a 1M solution of lithium bis(trimethylsilyl)amide in THF (Aldrich). After a further 15 min, a solution of 1.128 g (4.087 mmol) of 2,3-dimethyl-4-methoxybenzyl iodide in 3... The solvent is O1CCOCC1 (dioxane). As a reaction SMILES: [F:1][C:2]1[CH:7]=[CH:6][CH:5]=[C:4]([F:8])[C:3]=1[C:9]1[CH:10]=[C:11]2[C:15](=[CH:16][CH:17]=1)[N:14](S(C1C=CC(C)=CC=1)(=O)=O)[CH:13]=[C:12]2[C:28]1[CH:33]=[C:32]([O:34][CH3:35])[N:31]=[C:30]([N:36]2[CH2:41][CH2:40][CH:39]([NH:42][C:43](=[O:49])[O:44][C:45]([CH3:48])([CH3:47])[CH3:46])[CH2:38][CH2:37]2)[N:29]=1.[OH-].[Na+]>O1CCOCC1>[F:8][C:4]1[CH:5]=[CH:6][CH:7]=[C:2]([F:1])[C:3]=1[C:9]1[CH:10]=[C:11]2[C:15](=[CH:16][CH:17]=1)[NH:14][CH:13]=[C:12]2[C:28]1[CH:33]=[C:32]([O:34][CH3:35])[N:31]=[C:30]([N:36]2[CH2:41][CH2:40][CH:39]([NH:42][C:43](=[O:49])[O:44][C:45]([CH3:47])([CH3:46])[CH3:48])[CH2:38][CH2:37]2)[N:29]=1 |f:1.2|. Procedure details: To a solution of tert-butyl (1-(4-(5-(2,6-difluorophenyl)-1-tosyl-1H-indol-3-yl)-6-methoxypyrimidin-2-yl)piperidin-4-yl)carbamate (60 mg, 0.087 mmol) in dioxane (0.8 mL) was added 7M aq.NaOH (1 mL) and the mixture was heated at 90° C. for 6 h. The reaction was quenched with water and the suspension was filtered. The resulting solid was washed with water and dried. The crude was purified with basic alumina chromatography to give tert-butyl (1-(4-(5-(2,6-difluorophenyl)-1H-indol-3-yl)-6-methoxypyr... Starting materials: FC1=C(C(=CC=C1)F)C=1C=C2C(=CN(C2=CC1)S(=O)(=O)C1=CC=C(C)C=C1)C1=NC(=NC(=C1)OC)N1CCC(CC1)NC(OC(C)(C)C)=O (tert-butyl (1-(4-(5-(2,6-difluorophenyl)-1-tosyl-1H-indol-3-yl)-6-methoxypyrimidin-2-yl)piperidin-4-yl)carbamate), [OH-].[Na+] (NaOH). Product: FC1=C(C(=CC=C1)F)C=1C=C2C(=CNC2=CC1)C1=NC(=NC(=C1)OC)N1CCC(CC1)NC(OC(C)(C)C)=O (tert-butyl (1-(4-(5-(2,6-difluorophenyl)-1H-indol-3-yl)-6-methoxypyrimidin-2-yl)piperidin-4-yl)carbamate). Isolated yield 53.7%. Starting materials: CC#N, ClCc1ccc(Cl)cc1, NC1CCCCNC1. Yields the product NC1CCCCN(Cc2ccc(Cl)cc2)C1. As a reaction SMILES: [CH3:18][C:19]#[N:20].[Cl:9][c:10]1[cH:11][cH:12][c:13]([CH2:14][Cl:15])[cH:16][cH:17]1.[NH2:1][CH:2]1[CH2:3][NH:4][CH2:5][CH2:6][CH2:7][CH2:8]1>>[NH2:1][CH:2]1[CH2:3][N:4]([CH2:14][c:13]2[cH:12][cH:11][c:10]([Cl:9])[cH:17][cH:16]2)[CH2:5][CH2:6][CH2:7][CH2:8]1. Run in C(CCl)Cl (EDC). Product: FC1=C(C(=O)N=C=O)C=CC(=C1)I (2-fluoro-4-iodobenzoyl isocyanate). RXN SMILES: [F:1][C:2]1[CH:10]=[C:9]([I:11])[CH:8]=[CH:7][C:3]=1[C:4]([NH2:6])=[O:5].C(Cl)(=O)[C:13](Cl)=[O:14]>C(Cl)CCl>[F:1][C:2]1[CH:10]=[C:9]([I:11])[CH:8]=[CH:7][C:3]=1[C:4]([N:6]=[C:13]=[O:14])=[O:5]. Starting materials: FC1=C(C(=O)N)C=CC(=C1)I (2-fluoro-4-iodobenzamide), C(C(=O)Cl)(=O)Cl (oxalyl chloride). Procedure: The title compound was prepared according to the procedure described in step-2 of Intermediate-8 by using 2-fluoro-4-iodobenzamide (0.500 g, 1.8 mmol), oxalyl chloride (0.285 g, 2.2 mmol) and EDC (10 mL) to afford 0.350 g of the desired product. The yield is 66.8%.